Dataset: the Open Reaction Database (ORD), a public repository of structured organic reaction records. Task: describe an organic reaction: reactants, conditions, products, and yield Reaction SMILES: [C:1]([O:5][C:6]([NH:8][C@H:9]([C:17]([OH:19])=[O:18])[CH2:10][C:11]1[CH:16]=[CH:15][CH:14]=[CH:13][CH:12]=1)=[O:7])([CH3:4])([CH3:3])[CH3:2].[H][H]>O1CCCC1.[Rh]>[C:1]([O:5][C:6]([NH:8][C@H:9]([C:17]([OH:19])=[O:18])[CH2:10][CH:11]1[CH2:16][CH2:15][CH2:14][CH2:13][CH2:12]1)=[O:7])([CH3:4])([CH3:2])[CH3:3]. The solvent is O1CCCC1 (tetrahydrofuran). Procedure details: A solution of 30.0 g (0.11 mole) of t-butoxycarbonylphenylalanine in 750 ml of tetrahydrofuran was hydrogenated at 60° for 24 hours using 50 psi hydrogen gas and 5% rhodium on carbon. The mixture was filtered and the filtrate concentrated to give the title compound (30.7 g) as a colorless oil. The oil was used without further purification. Structure assignment was supported by the nmr spectrum (loss of aromatic protons and appearance of cyclohexyl protons). Yields the product C(C)(C)(C)OC(=O)N[C@@H](CC1CCCCC1)C(=O)O (t-butoxycarbonyl-3-cyclohexyl-L-alanine). Isolated yield 102.9%. Reagents/catalysts: [Rh] (rhodium on carbon). Starting materials: C(C)(C)(C)OC(=O)N[C@@H](CC1=CC=CC=C1)C(=O)O (t-butoxycarbonylphenylalanine), [H][H] (hydrogen). Reactants: [Al+3], c1c2c(cc3c1CCC3)CCC2, CC(=O)Cl, [Cl-], [Cl-], [Cl-], c1ccccc1. The product is CC(=O)c1c2c(cc3c1CCC3)CCC2. As a reaction SMILES: [Al+3:18].[CH2:1]1[CH2:2][CH2:3][c:4]2[cH:5][c:6]3[c:10]([cH:11][c:12]21)[CH2:9][CH2:8][CH2:7]3.[CH3:13][C:14]([Cl:15])=[O:16].[Cl-:17].[Cl-:19].[Cl-:20].[cH:21]1[cH:22][cH:23][cH:24][cH:25][cH:26]1>>[CH2:1]1[CH2:2][CH2:3][c:4]2[cH:5][c:6]3[c:10]([c:11]([C:14]([CH3:13])=[O:16])[c:12]21)[CH2:9][CH2:8][CH2:7]3.